This data is from the Open Reaction Database (ORD), a public repository of structured organic reaction records. The task is: describe an organic reaction: reactants, conditions, products, and yield Starting materials: C(C)(C)(C)OC(=O)N1C(OC[C@@H]1CNC1=CC=CC=C1)(C)C ((S)-2,2-dimethyl-4-phenylaminomethyl-oxazolidine-3-carboxylic acid tert-butyl ester), C=O (formaldehyde), [BH3-]C#N.[Na+] (NaBH3CN). Reagents/catalysts: [Cl-].[Zn+2].[Cl-] (zinc chloride). Solvent: CO (methanol). Run at temperature 40 celsius, time 2 hour. Product: C(C)(C)(C)OC(=O)N1C(OC[C@@H]1CN(C1=CC=CC=C1)C)(C)C ((S)-2,2-dimethyl-4-[(methyl-phenyl-amino)-methyl]-oxazolidine-3-carboxylic acid tert-butyl ester). Isolated yield 88.4%. Reaction SMILES: [C:1]([O:5][C:6]([N:8]1[C@@H:12]([CH2:13][NH:14][C:15]2[CH:20]=[CH:19][CH:18]=[CH:17][CH:16]=2)[CH2:11][O:10][C:9]1([CH3:22])[CH3:21])=[O:7])([CH3:4])([CH3:3])[CH3:2].C=O.[BH3-][C:26]#N.[Na+]>CO.[Cl-].[Zn+2].[Cl-]>[C:1]([O:5][C:6]([N:8]1[C@@H:12]([CH2:13][N:14]([CH3:26])[C:15]2[CH:16]=[CH:17][CH:18]=[CH:19][CH:20]=2)[CH2:11][O:10][C:9]1([CH3:22])[CH3:21])=[O:7])([CH3:4])([CH3:2])[CH3:3] |f:2.3,5.6.7|. Procedure details: To a stirred solution of (S)-2,2-dimethyl-4-phenylaminomethyl-oxazolidine-3-carboxylic acid tert-butyl ester (500 mg; example 2.a) at r.t. in methanol (10 ml) under an argon atmosphere were added formaldehyde (37% solution in H2O; 0.62 ml), zinc chloride (890 mg) and NaBH3CN (308 mg). The mixture was heated to 40° C. and stirring at that temperature was continued for 2 h. The mixture was concentrated and the residue was taken up in EtOAc/H2O. The biphasic mixture was filtered. The aqueous layer ... Reactants: CN(CCc1ccc([N+](=O)[O-])cc1)Cc1ccccc1, CC(=O)O, [Zn]. Yields the product CN(CCc1ccc(N)cc1)Cc1ccccc1. RXN SMILES: [CH2:1]([c:2]1[cH:3][cH:4][cH:5][cH:6][cH:7]1)[N:8]([CH3:9])[CH2:10][CH2:11][c:12]1[cH:13][cH:14][c:15]([N+:18]([O-:19])=[O:20])[cH:16][cH:17]1.[CH3:21][C:22](=[O:23])[OH:24].[Zn:25]>>[CH2:1]([c:2]1[cH:3][cH:4][cH:5][cH:6][cH:7]1)[N:8]([CH3:9])[CH2:10][CH2:11][c:12]1[cH:13][cH:14][c:15]([NH2:18])[cH:16][cH:17]1. Starting materials: ClC1=C(CN2CCCC1C2)C=2C(=NSN2)Cl (4-chloro-3-(3-chloro-1,2,5-thiadiazol-4-yl)-1-azabicyclo[3.3.1]non-3-ene), C(CCCCC)O (1-hexanol). The product is Cl.ClC1=C(CN2CCCC1C2)C=2C(=NSN2)OCCCCCC (4-Chloro-3-(3-hexyloxy-1,2,5-thiadiazol-4-yl)-1-azabicyclo[3.3.1]non-3-ene hydrochloride). Reaction SMILES: [Cl:1][C:2]1[CH:9]2[CH2:10][N:5]([CH2:6][CH2:7][CH2:8]2)[CH2:4][C:3]=1[C:11]1[C:12](Cl)=[N:13][S:14][N:15]=1.[CH2:17]([OH:23])[CH2:18][CH2:19][CH2:20][CH2:21][CH3:22]>>[ClH:1].[Cl:1][C:2]1[CH:9]2[CH2:10][N:5]([CH2:6][CH2:7][CH2:8]2)[CH2:4][C:3]=1[C:11]1[C:12]([O:23][CH2:17][CH2:18][CH2:19][CH2:20][CH2:21][CH3:22])=[N:13][S:14][N:15]=1 |f:2.3|. Procedure: The compound was made as described in example 44 by reacting 4-chloro-3-(3-chloro-1,2,5-thiadiazol-4-yl)-1-azabicyclo[3.3.1]non-3-ene with 1-hexanol. The free base was crystallized as the hydrochloride from ether. (Compound 94). M.p. 100°-101° C. Reactants: ClC1=CC=C(C=C1)C(O)C(=C(Cl)Cl)Cl (p-Chlorophenyltrichlorovinyl carbinol), COC(/C(=C/C1=CC=C(C=C1)OC)/Cl)=O (z-methyl-2-chloro-3-(4'-methoxyphenyl)propenoate), Cl (Hydrogen chloride). The product is COC(/C(=C/C1=CC=C(C=C1)Cl)/Cl)=O (z-methyl-2-chloro-3-(4'-chlorophenyl)propenoate). Isolated yield 93.0%. As a reaction SMILES: [Cl:1]C1C=CC(C(C(Cl)=C(Cl)Cl)O)=CC=1.Cl.[CH3:16][O:17][C:18](=[O:30])/[C:19](/[Cl:29])=[CH:20]/[C:21]1[CH:26]=[CH:25][C:24](OC)=[CH:23][CH:22]=1>>[CH3:16][O:17][C:18](=[O:30])/[C:19](/[Cl:29])=[CH:20]/[C:21]1[CH:26]=[CH:25][C:24]([Cl:1])=[CH:23][CH:22]=1. Procedure: p-Chlorophenyltrichlorovinyl carbinol (6.0 g, 22.0 millimoles) is added to a refluxing solution of methanolic sulfuric acid (30 ml as noted in Example 4). Hydrogen chloride evolution is noted during the stirring procedure for 45 minutes. The mixture is cooled and has a workup as in Example 4, which affords z-methyl-2-chloro-3-(4'-chlorophenyl)propenoate (4.7 g, 20.4 millimoles) in 93 percent yield (M.P.=78° C.-80° C.): 'H NMR (CDCl3) δ 7.77 (1H, s), 7.45 (4H, ab quartet), 3.81 (3H, s); 13C NMR (... Starting materials: C(C)(C)(C)OC=1C=CC=2CNCCOC2N1 (8-tert-butoxy-2,3,4,5-tetrahydropyrido[3,2-f][1,4]oxazepine), C(CCC(=O)O)(=O)O.CO (succinic acid methanol). Yields the product C(CCC(=O)O)(=O)O.C(C)(C)(C)OC=1C=CC=2CNCCOC2N1 (8-tert-butoxy-2,3,4,5-tetrahydropyrido[3,2-f][1,4]oxazepine succinate). Isolated yield 46.0%. Reaction SMILES: [C:1]([O:5][C:6]1[CH:7]=[CH:8][C:9]2[CH2:10][NH:11][CH2:12][CH2:13][O:14][C:15]=2[N:16]=1)([CH3:4])([CH3:3])[CH3:2].[C:17]([OH:24])(=[O:23])[CH2:18][CH2:19][C:20]([OH:22])=[O:21].CO>>[C:17]([OH:24])(=[O:23])[CH2:18][CH2:19][C:20]([OH:22])=[O:21].[C:1]([O:5][C:6]1[CH:7]=[CH:8][C:9]2[CH2:10][NH:11][CH2:12][CH2:13][O:14][C:15]=2[N:16]=1)([CH3:4])([CH3:2])[CH3:3] |f:1.2,3.4|. Reported procedure: To the compound obtained in Example 1 (0.39 g) was added 0.5 M succinic acid/methanol solution (1.9 mL), and the solvent was evaporated under reduced pressure. The obtained residue was recrystallized from methanol-diethyl ether to give the title compound (0.27 g, 46%) as a white powder. Starting materials: NC1=CC=C(C=C1)C1=NOC(=C1)C(=O)N(C)[C@H](C(=O)OC)C(C)C ((S)-Methyl 2-(3-(4-aminophenyl)-N-methylisoxazole-5-carboxamido)-3-methylbutanoate), FC1=C(C=CC=C1)N=C=O (2-fluorophenylisocyanate). Solvent: C1CCOC1 (THF). Run at time 24 hour. Yields the product FC1=C(C=CC=C1)NC(NC1=CC=C(C=C1)C1=NOC(=C1)C(=O)N(C)[C@H](C(=O)OC)C(C)C)=O ((S)-methyl 2-(3-(4-(3-(2-fluorophenyl)ureido)phenyl)-N-methylisoxazole-5-carboxamido)-3-methylbutanoate). Isolated yield 66.6%. Reaction SMILES: [NH2:1][C:2]1[CH:7]=[CH:6][C:5]([C:8]2[CH:12]=[C:11]([C:13]([N:15]([C@@H:17]([CH:22]([CH3:24])[CH3:23])[C:18]([O:20][CH3:21])=[O:19])[CH3:16])=[O:14])[O:10][N:9]=2)=[CH:4][CH:3]=1.[F:25][C:26]1[CH:31]=[CH:30][CH:29]=[CH:28][C:27]=1[N:32]=[C:33]=[O:34]>C1COCC1>[F:25][C:26]1[CH:31]=[CH:30][CH:29]=[CH:28][C:27]=1[NH:32][C:33](=[O:34])[NH:1][C:2]1[CH:7]=[CH:6][C:5]([C:8]2[CH:12]=[C:11]([C:13]([N:15]([C@@H:17]([CH:22]([CH3:24])[CH3:23])[C:18]([O:20][CH3:21])=[O:19])[CH3:16])=[O:14])[O:10][N:9]=2)=[CH:4][CH:3]=1. Reported procedure: ((S)-Methyl 2-(3-(4-aminophenyl)-N-methylisoxazole-5-carboxamido)-3-methylbutanoate (170 mg. 0.513 mmol) was dissolved in THF (10 ml) and to it 2-fluorophenylisocyanate (105 mg. 0.770 mmol) was added. Reaction mixture was stirred at RT for 24 hours. THF was removed under reduced pressure to get pale brown residue, which was purified by column chromatography using EtOAc and CHCl3 as the solvent system to yield 160 mg (67%) of the title compound. MS: ES (−): m/z 467 (M−1); ES (+): m/z 469(M+1); 1H... The reactants are NC1=C(C2=C(N=C(S2)C#N)C=C1)C#N (6-aminobenzo[d]thiazole-2,7-dicarbonitrile), COC(N(C)C)OC (dimethylformamide dimethylacetal). Yields the product C(#N)C=1SC2=C(N1)C=CC(=C2C#N)/N=C/N(C)C ((E)-N′-(2,7-dicyanobenzo[d]thiazol-6-yl)-N,N-dimethylformimidamide). RXN SMILES: [NH2:1][C:2]1[CH:12]=[CH:11][C:5]2[N:6]=[C:7]([C:9]#[N:10])[S:8][C:4]=2[C:3]=1[C:13]#[N:14].CO[CH:17](OC)[N:18]([CH3:20])[CH3:19]>>[C:9]([C:7]1[S:8][C:4]2[C:3]([C:13]#[N:14])=[C:2](/[N:1]=[CH:17]/[N:18]([CH3:20])[CH3:19])[CH:12]=[CH:11][C:5]=2[N:6]=1)#[N:10]. Procedure: The thiazolo[5,4-f]quinazoline-2-carbonitriles VIIIaa-ib were prepared following scheme 1: N-Boc Protection of 2-amino-5-nitrobenzonitrile using di-tert-butyl dicarbonate in a suitable solvent, such as dichloromethane, in presence of suitable bases such as triethylamine and 4-(dimethylamino)pyridine and preferably at room temperature, provides tert-butyl (2-cyano-4-nitrophenyl)carbamate I in high yield. Reduction of the nitro intermediate I, for example by treatment with ammonium formate and a c... Starting materials: N(=[N+]=[N-])C1CCC2=C(NC1=O)C=CC1=CC=CC=C12 (3-azido-4-oxo-2,3,4,5-tetrahydro-1H-naphtho[2, 1-b]azepine), [BH4-].[Na+] (sodium borohydride). Run in C(C)O (ethanol), C1CCOC1 (THF). Yields the product NC1CCC2=C(NC1=O)C=CC1=CC=CC=C12 (3-Amino-4-oxo-2,3,4,5-tetrahydro-1H-naphtho [2,1-b]azepine). RXN SMILES: [N:1]([CH:4]1[C:10](=[O:11])[NH:9][C:8]2[CH:12]=[CH:13][C:14]3[C:19]([C:7]=2[CH2:6][CH2:5]1)=[CH:18][CH:17]=[CH:16][CH:15]=3)=[N+]=[N-].[BH4-].[Na+]>C1COCC1.C(O)C>[NH2:1][CH:4]1[C:10](=[O:11])[NH:9][C:8]2[CH:12]=[CH:13][C:14]3[C:19]([C:7]=2[CH2:6][CH2:5]1)=[CH:18][CH:17]=[CH:16][CH:15]=3 |f:1.2|. Procedure details: A solution of 3-azido-4-oxo-2,3,4,5-tetrahydro-1H-naphtho[2, 1-b]azepine (1.0 g, 4.0 mmol) in dry THF (20 ml) was placed under an atmosphere of nitrogen and cooled by an ice-bath. A solution of sodium borohydride (0.17 g, 4.4 mmol) in ethanol (20 ml) was added dropwise during a period of 10 minutes and the reaction mixture was heated at reflux temperature for 20 h. The volatiles were evaporated in vacuo and the residue was purified by columm chromatography on silica gel (200 g) using dichloromet... Starting materials: solution, NC(CN1N=CC(=C1)C(=O)OCC)=S (ethyl 1-(2-amino-2-thioxoethyl)-1H-pyrazole-4-carboxylate), BrCC(=O)C1=CC(=CC=C1)[N+](=O)[O-] (2-bromo-1-(3-nitrophenyl)ethanone). The solvent is C(C)O (ethanol). Yields the product [N+](=O)([O-])C=1C=C(C=CC1)C=1N=C(SC1)CN1N=CC(=C1)C(=O)OCC (ethyl 1-{[4-(3-nitrophenyl)-1,3-thiazol-2-yl]methyl}-1H-pyrazole-4-carboxylate). The yield is 93.0%. Reaction SMILES: [NH2:1][C:2](=[S:14])[CH2:3][N:4]1[CH:8]=[C:7]([C:9]([O:11][CH2:12][CH3:13])=[O:10])[CH:6]=[N:5]1.Br[CH2:16][C:17]([C:19]1[CH:24]=[CH:23][CH:22]=[C:21]([N+:25]([O-:27])=[O:26])[CH:20]=1)=O>C(O)C>[N+:25]([C:21]1[CH:20]=[C:19]([C:17]2[N:1]=[C:2]([CH2:3][N:4]3[CH:8]=[C:7]([C:9]([O:11][CH2:12][CH3:13])=[O:10])[CH:6]=[N:5]3)[S:14][CH:16]=2)[CH:24]=[CH:23][CH:22]=1)([O-:27])=[O:26]. Procedure details: A solution (24 mL) of the compound (2.2 g, 10.2 mmol) obtained in Example 1b and 2-bromo-1-(3-nitrophenyl)ethanone (3.0 g, 12.3 mmol) in ethanol was heated under reflux overnight, and the mixture was cooled to room temperature. The solvent was evaporated under reduced pressure, and the produced crude title compound was recrystallized (ethyl acetate-hexane) to give the title compound (3.4 g, 78%) as colorless crystals. Starting materials: COC(C1=CC(=CC(=C1)O)OCOC)=O (5-hydroxy-3-methoxymethoxybenzoic acid methyl ester), NC1=NN(C=C1)CC (3-amino-1-ethyl-1H-pyrazole), BrC=1C=CC(=NC1)S(=O)(=O)C (5-bromo-2-methanesulfonylpyridine), O([Si](C)(C)C(C)(C)C)C[C@@H](C)O ((2R)-1-(tert-butyldimethylsiloxy)-2-hydroxypropane). Yields the product C(C)N1N=C(C=C1)NC(C1=CC(=CC(=C1)OC(CO)C)OC=1C=NC(=CC1)S(=O)(=O)C)=O (N-(1-ethyl-1H-pyrazol-3-yl)-5-(2-hydroxy-1-methyl-ethoxy)-3-(6-methanesulfonylpyridin-3-yloxy)benzamide). As a reaction SMILES: CO[C:3](=[O:15])[C:4]1[CH:9]=[C:8]([OH:10])[CH:7]=[C:6](OCOC)[CH:5]=1.Br[C:17]1[CH:18]=[CH:19][C:20]([S:23]([CH3:26])(=[O:25])=[O:24])=[N:21][CH:22]=1.[O:27]([CH2:35][C@H:36]([OH:38])[CH3:37])[Si](C(C)(C)C)(C)C.[NH2:39][C:40]1[CH:44]=[CH:43][N:42]([CH2:45][CH3:46])[N:41]=1>>[CH2:45]([N:42]1[CH:43]=[CH:44][C:40]([NH:39][C:3](=[O:15])[C:4]2[CH:5]=[C:6]([O:38][CH:36]([CH3:37])[CH2:35][OH:27])[CH:7]=[C:8]([O:10][C:17]3[CH:22]=[N:21][C:20]([S:23]([CH3:26])(=[O:25])=[O:24])=[CH:19][CH:18]=3)[CH:9]=2)=[N:41]1)[CH3:46]. Reported procedure: The compound of Production Example 142 was obtained as a white amorphous substance using 5-hydroxy-3-methoxymethoxybenzoic acid methyl ester, 5-bromo-2-methanesulfonylpyridine, (2R)-1-(tert-butyldimethylsiloxy)-2-hydroxypropane and 3-amino-1-ethyl-1H-pyrazole, by the same method as in Production Example 117, a corresponding method, or a combination thereof with an ordinary method.